This data is from the Open Reaction Database (ORD), a public repository of structured organic reaction records. The task is: describe an organic reaction: reactants, conditions, products, and yield Starting materials: C1(CCCC1)NC=1C=CC=C2C=C(NC12)C=1SC[C@H](N1)CO ([(R)-2-(7-cyclopentylamino-1H-indol-2-yl)-4,5-dihydro-1,3-thiazol-4-yl]-methanol), N1CCCC1 (pyrrolidine). The product is C1(CCCC1)NC=1C=CC=C2C=C(NC12)C=1SC[C@H](N1)CN1CCCC1 (Cyclopentyl-[2-((R)-4-pyrrolidin-1-ylmethyl-4,5-dihydro-thiazol-2-yl)-1H-indol-7-yl]-amine). RXN SMILES: [CH:1]1([NH:6][C:7]2[CH:8]=[CH:9][CH:10]=[C:11]3[C:15]=2[NH:14][C:13]([C:16]2[S:17][CH2:18][C@@H:19]([CH2:21]O)[N:20]=2)=[CH:12]3)[CH2:5][CH2:4][CH2:3][CH2:2]1.[NH:23]1[CH2:27][CH2:26][CH2:25][CH2:24]1>>[CH:1]1([NH:6][C:7]2[CH:8]=[CH:9][CH:10]=[C:11]3[C:15]=2[NH:14][C:13]([C:16]2[S:17][CH2:18][C@@H:19]([CH2:21][N:23]4[CH2:27][CH2:26][CH2:25][CH2:24]4)[N:20]=2)=[CH:12]3)[CH2:5][CH2:4][CH2:3][CH2:2]1. Procedure: [(R)-2-(7-cyclopentylamino-1H-indol-2-yl)-4,5-dihydro-thiazol-4-yl]-methanol prepared in Example 2 and pyrrolidine were reacted according to the same procedure as Example 156 to give the title compound. RXN SMILES: [C:23](#[N:24])[c:25]1[c:26]([B:31]([OH:32])[OH:33])[cH:27][cH:28][cH:29][cH:30]1.[Cl:1][c:2]1[n:3][cH:4][c:5]([C:6](=[O:7])[O:8][CH2:9][CH3:10])[c:11]([NH:13][CH2:14][CH2:15][c:16]2[cH:17][c:18]([F:22])[cH:19][cH:20][cH:21]2)[cH:12]1.[Fe+2:84].[K+:34].[K+:35].[O-:36][C:37]([O-:38])=[O:39].[O:40]=[CH:41][N:42]([CH3:43])[CH3:44].[Pd:45]([Cl:46])[Cl:47].[cH:48]1[cH:49][cH:50][c:51]([P:52]([c:53]2[cH:54][cH:55][cH:56][cH:57][cH:58]2)[c-:59]2[cH:60][cH:61][cH:62][cH:63]2)[cH:64][cH:65]1.[cH:66]1[cH:67][cH:68][c:69]([P:70]([c:71]2[cH:72][cH:73][cH:74][cH:75][cH:76]2)[c-:77]2[cH:78][cH:79][cH:80][cH:81]2)[cH:82][cH:83]1>>[c:2]1(-[c:26]2[c:25]([C:23]#[N:24])[cH:30][cH:29][cH:28][cH:27]2)[n:3][cH:4][c:5]([C:6](=[O:7])[O:8][CH2:9][CH3:10])[c:11]([NH:13][CH2:14][CH2:15][c:16]2[cH:17][c:18]([F:22])[cH:19][cH:20][cH:21]2)[cH:12]1. The reactants are N#Cc1ccccc1B(O)O, CCOC(=O)c1cnc(Cl)cc1NCCc1cccc(F)c1, [Fe+2], [K+], [K+], O=C([O-])[O-], CN(C)C=O, Cl[Pd]Cl, c1ccc(P(c2ccccc2)[c-]2cccc2)cc1, c1ccc(P(c2ccccc2)[c-]2cccc2)cc1. The product is CCOC(=O)c1cnc(-c2ccccc2C#N)cc1NCCc1cccc(F)c1.